describe an organic reaction: reactants, conditions, products, and yield From a dataset of the Open Reaction Database (ORD), a public repository of structured organic reaction records. Reactants: CCOC(=O)/N=N/C(=O)OCC (Diethylazodicarboxyate), OC1CN(CC1)C(=O)OC(C)(C)C (tert-butyl 3-hydroxy-1-pyrrolidinecarboxylate), C1(=CC=CC=C1)P(C1=CC=CC=C1)C1=CC=CC=C1 (triphenylphosphine), IC1=NNC2=NC=NC(=C21)N (3-iodo-1H-pyrazolo[3,4-d]pyrimidin-4-amine). Run in O1CCCC1 (tetrahydrofuran). Run at temperature 0 celsius. The product is NC1=C2C(=NC=N1)N(N=C2I)C2CN(CC2)C(=O)OC(C)(C)C (tert-butyl 3-(4-amino-3-iodo-1H-pyrazolo[3,4-d]pyrimidin-1-yl)-1-pyrrolidinecarboxylate). Reaction SMILES: [I:1][C:2]1[C:10]2[C:5](=[N:6][CH:7]=[N:8][C:9]=2[NH2:11])[NH:4][N:3]=1.O[CH:13]1[CH2:17][CH2:16][N:15]([C:18]([O:20][C:21]([CH3:24])([CH3:23])[CH3:22])=[O:19])[CH2:14]1.C1(P(C2C=CC=CC=2)C2C=CC=CC=2)C=CC=CC=1.CCOC(/N=N/C(OCC)=O)=O>O1CCCC1>[NH2:11][C:9]1[N:8]=[CH:7][N:6]=[C:5]2[N:4]([CH:17]3[CH2:13][CH2:14][N:15]([C:18]([O:20][C:21]([CH3:24])([CH3:23])[CH3:22])=[O:19])[CH2:16]3)[N:3]=[C:2]([I:1])[C:10]=12. Procedure: A suspension of 3-iodo-1H-pyrazolo[3,4-d]pyrimidin-4-amine (5.0 g, 19.15 mmol) in tetrahydrofuran (100 mL) was treated with tert-butyl 3-hydroxy-1-pyrrolidinecarboxylate (5.38 g, 28.73 mmol) and triphenylphosphine (7.53 g, 28.73 mmol). The reaction mixture was cooled to 0° C. on an ice bath. Diethylazodicarboxyate (5.0 g, 28.73 mmol) was slowly added to the reaction mixture. The solvent was removed under reduced pressure after 6 days. The crude oil was used directly in the subsequent reaction wi...